The task is: describe an organic reaction: reactants, conditions, products, and yield. This data is from the Open Reaction Database (ORD), a public repository of structured organic reaction records. Starting materials: Cl(=O)(=O)(=O)[O-].[Mg+2].Cl(=O)(=O)(=O)[O-] (Magnesium perchlorate), O1[C@@H](C1)C(=O)OC ((S)-methyl oxirane-2-carboxylate), COC[C@@H](C)O ((R)-1-methoxypropan-2-ol). Run in C(C)(=O)OCC (ethyl acetate). Conditions: temperature 50 celsius, time 16 hour. Product: O[C@H](C(=O)OC)CO[C@@H](COC)C ((S)-methyl 2-hydroxy-3-((R)-1-methoxypropan-2-yloxy)propanoate). As a reaction SMILES: Cl([O-])(=O)(=O)=O.[Mg+2].Cl([O-])(=O)(=O)=[O:8].[O:12]1[CH2:14][C@H:13]1[C:15]([O:17][CH3:18])=[O:16].[CH3:19][O:20][CH2:21][C@H:22](O)[CH3:23]>C(OCC)(=O)C>[OH:8][C@@H:13]([CH2:14][O:12][C@H:22]([CH3:23])[CH2:21][O:20][CH3:19])[C:15]([O:17][CH3:18])=[O:16] |f:0.1.2|. Reported procedure: Magnesium perchlorate (2.73 g, 12.24 mmol) was added in one portion to (S)-methyl oxirane-2-carboxylate (CAS no. 118712-39-3) (5 g, 48.98 mmol) and (R)-1-methoxypropan-2-ol (CAS no. 4984-22-9) (4.41 g, 48.98 mmol) at room temperature. The resulting suspension was stirred at 50° C. for 16 hours. The reaction mixture was diluted with ethyl acetate (50 mL) and washed with water (20 mL), dried (MgSO4) and evaporated. This was not isolated and used crude in next step. Reactants: C(C)OC(C1=CC(=CC(=C1)O)OC1=CC=C(C=C1)C#N)=O (3-(4-cyano phenoxy)-5-hydroxy benzoic acid ethyl ester), BrCC1=CC(=CC=C1)[N+](=O)[O-] (1-bromomethyl-3-nitro-benzene). Product: C(C)OC(C1=CC(=CC(=C1)OCC1=CC(=CC=C1)[N+](=O)[O-])OC1=CC=C(C=C1)C#N)=O (3-(4-Cyano phenoxy)-5-(3-nitro benzyloxy)benzoic Acid Ethyl Ester). Isolated yield 80.8%. Reaction SMILES: [CH2:1]([O:3][C:4](=[O:21])[C:5]1[CH:10]=[C:9]([OH:11])[CH:8]=[C:7]([O:12][C:13]2[CH:18]=[CH:17][C:16]([C:19]#[N:20])=[CH:15][CH:14]=2)[CH:6]=1)[CH3:2].Br[CH2:23][C:24]1[CH:29]=[CH:28][CH:27]=[C:26]([N+:30]([O-:32])=[O:31])[CH:25]=1>>[CH2:1]([O:3][C:4](=[O:21])[C:5]1[CH:10]=[C:9]([O:11][CH2:23][C:24]2[CH:29]=[CH:28][CH:27]=[C:26]([N+:30]([O-:32])=[O:31])[CH:25]=2)[CH:8]=[C:7]([O:12][C:13]2[CH:18]=[CH:17][C:16]([C:19]#[N:20])=[CH:15][CH:14]=2)[CH:6]=1)[CH3:2]. Procedure details: Using 1.2 g (4.23 mmol) of 3-(4-cyano phenoxy)-5-hydroxy benzoic acid ethyl ester and 1-bromomethyl-3-nitro-benzene (0.913 g, 4.23 mmol) and following the procedure of Example 42(b) afforded 1.43 g of the required product. 1H NMR (DMSO-d6): δ 1.3 (3H, t), 4.3 (2H, q), 5.4 (2H, s), 7.2 (4H, m), 7.45 (1H, s), 7.72 (1H, t), 7.9 (3H, m), 8.25 (1H, d), 8.35 (1H, s). Reactants: C(C1=CC=CC=C1)N1N=NC2=C1N=C(N=C2Cl)C(C)(C)C (3-benzyl-5-tert-butyl-7-chloro-triazolo[4,5-d]pyrimidine), CC1(CNCC1)O (3-Methyl-pyrrolidin-3-ol), C(C1=CC=CC=C1)N1N=NC2=C1N=C(N=C2N2C[C@@H](CC2)O)C(C)(C)C ((R)-1-(3-Benzyl-5-tert-butyl-3H-[1,2,3]triazolo[4,5-d]pyrimidin-7-yl)-pyrrolidin-3-ol). Product: C(C1=CC=CC=C1)N1N=NC2=C1N=C(N=C2N2CC(CC2)(O)C)C(C)(C)C (1-(3-Benzyl-5-tert-butyl-3H-[1,2,3]triazolo[4,5-d]pyrimidin-7-yl)-3-methyl-pyrrolidin-3-ol), C(C1=CC=CC=C1)N1N=NC2=C1N=C(N=C2N2C[C@](CC2)(O)C)C(C)(C)C ((S)-1-(3-benzyl-5-tert-butyl-3H-[1,2,3]triazolo[4,5-d]pyrimidin-7-yl)-3-methylpyrrolidin-3-ol), C(C1=CC=CC=C1)N1N=NC2=C1N=C(N=C2N2C[C@@](CC2)(O)C)C(C)(C)C ((R)-1-(3-benzyl-5-tert-butyl-3H-[1,2,3]triazolo[4,5-d]pyrimidin-7-yl)-3-methylpyrrolidin-3-ol). RXN SMILES: [CH2:1]([N:8]1[C:12]2[N:13]=[C:14]([C:23]([CH3:26])([CH3:25])[CH3:24])[N:15]=[C:16]([N:17]3[CH2:21][CH2:20][C@@H:19]([OH:22])[CH2:18]3)[C:11]=2[N:10]=[N:9]1)[C:2]1[CH:7]=[CH:6][CH:5]=[CH:4][CH:3]=1.[CH2:27]([N:34]1[C:38]2[N:39]=[C:40]([C:44]([CH3:47])([CH3:46])[CH3:45])[N:41]=[C:42](Cl)[C:37]=2[N:36]=[N:35]1)[C:28]1[CH:33]=[CH:32][CH:31]=[CH:30][CH:29]=1.[CH3:48][C:49]1([OH:54])[CH2:53][CH2:52][NH:51][CH2:50]1>>[CH2:1]([N:8]1[C:12]2[N:13]=[C:14]([C:23]([CH3:26])([CH3:25])[CH3:24])[N:15]=[C:16]([N:17]3[CH2:21][CH2:20][C:19]([CH3:27])([OH:22])[CH2:18]3)[C:11]=2[N:10]=[N:9]1)[C:2]1[CH:7]=[CH:6][CH:5]=[CH:4][CH:3]=1.[CH2:27]([N:34]1[C:38]2[N:39]=[C:40]([C:44]([CH3:47])([CH3:46])[CH3:45])[N:41]=[C:42]([N:51]3[CH2:52][CH2:53][C@:49]([CH3:48])([OH:54])[CH2:50]3)[C:37]=2[N:36]=[N:35]1)[C:28]1[CH:33]=[CH:32][CH:31]=[CH:30][CH:29]=1.[CH2:1]([N:8]1[C:12]2[N:13]=[C:14]([C:23]([CH3:26])([CH3:25])[CH3:24])[N:15]=[C:16]([N:17]3[CH2:21][CH2:20][C@@:19]([CH3:27])([OH:22])[CH2:18]3)[C:11]=2[N:10]=[N:9]1)[C:2]1[CH:7]=[CH:6][CH:5]=[CH:4][CH:3]=1. Procedure: In analogy to the procedure described for the synthesis of (R)-1-(3-Benzyl-5-tert-butyl-3H-[1,2,3]triazolo[4,5-d]pyrimidin-7-yl)-pyrrolidin-3-ol (example 113, a) the title compound was prepared from 3-benzyl-5-tert-butyl-7-chloro-triazolo[4,5-d]pyrimidine and 3-Methyl-pyrrolidin-3-ol and subjected to separation by chiral HPLC to yield (S)-1-(3-benzyl-5-tert-butyl-3H-[1,2,3]triazolo[4,5-d]pyrimidin-7-yl)-3-methylpyrrolidin-3-ol and (R)-1-(3-benzyl-5-tert-butyl-3H-[1,2,3]triazolo[4,5-d]pyrimidin-7... Starting materials: C(=O)(C(F)(F)F)O (TFA), C(C)(C)(C)OC(N[C@@H](CC1CCCCC1)C(N[C@@H]1[C@@]2(CC[C@H](C1)C2(C)C)C)=O)=O (tert-butyl[(S)-2-cyclohexyl-1-((1R,2S,4R)-1,7,7-trimethyl-bicyclo[2.2.1]hept-2-ylcarbamoyl)-ethyl]-carbamate). The solvent is C(Cl)Cl (CH2Cl2). Reaction conditions: time 3 hour. The product is FC(C(=O)O)(F)F.N[C@H](C(=O)N[C@@H]1[C@@]2(CC[C@H](C1)C2(C)C)C)CC2CCCCC2 ((S)-2-Amino-3-cyclohexyl-N-((1R,2S,4R)-1,7,7-trimethyl-bicyclo[2.2.1]hept-2-yl)-propionamide trifluoroacetate). As a reaction SMILES: [C:1]([OH:7])([C:3]([F:6])([F:5])[F:4])=[O:2].C(OC(=O)[NH:14][C@H:15]([C:23](=[O:35])[NH:24][C@H:25]1[CH2:30][C@@H:29]2[C:31]([CH3:33])([CH3:32])[C@@:26]1([CH3:34])[CH2:27][CH2:28]2)[CH2:16][CH:17]1[CH2:22][CH2:21][CH2:20][CH2:19][CH2:18]1)(C)(C)C>C(Cl)Cl>[F:4][C:3]([F:6])([F:5])[C:1]([OH:7])=[O:2].[NH2:14][C@@H:15]([CH2:16][CH:17]1[CH2:18][CH2:19][CH2:20][CH2:21][CH2:22]1)[C:23]([NH:24][C@H:25]1[CH2:30][C@@H:29]2[C:31]([CH3:33])([CH3:32])[C@@:26]1([CH3:34])[CH2:27][CH2:28]2)=[O:35] |f:3.4|. Reported procedure: 50 ml of TFA were slowly added to a solution of 6.5 g of tert-butyl[(S)-2-cyclohexyl-1-((1R,2S,4R)-1,7,7-trimethyl-bicyclo[2.2.1]hept-2-ylcarbamoyl)-ethyl]-carbamate (16.0 mmol) in 50 ml of CH2Cl2 at 0° C. under argon. The mixture was allowed to reach RT. After 3 h, the reaction mixture was concentrated. The title compound was obtained as a pale yellow oil which was employed directly in the next step. LC-MS Rt(min) 1.60; calc.: [M+H]+ 307.27 found: 307.39 (method C). Starting materials: ClCCl, CCOC(C)=O, O=Cc1ccc(-c2nc3ccnc(Cl)c3cc2-c2ccccc2)cc1. The product is CC(O)c1ccc(-c2nc3ccnc(Cl)c3cc2-c2ccccc2)cc1. RXN SMILES: [CH2:32]([Cl:33])[Cl:34].[CH3:26][CH2:27][O:28][C:29](=[O:30])[CH3:31].[Cl:1][c:2]1[c:3]2[cH:4][c:5](-[c:20]3[cH:21][cH:22][cH:23][cH:24][cH:25]3)[c:6](-[c:12]3[cH:13][cH:14][c:15]([CH:16]=[O:17])[cH:18][cH:19]3)[n:7][c:8]2[cH:9][cH:10][n:11]1>>[Cl:1][c:2]1[c:3]2[cH:4][c:5](-[c:20]3[cH:21][cH:22][cH:23][cH:24][cH:25]3)[c:6](-[c:12]3[cH:13][cH:14][c:15]([CH:16]([OH:17])[CH3:26])[cH:18][cH:19]3)[n:7][c:8]2[cH:9][cH:10][n:11]1. Reactants: C1CCOC1, COc1ccc2c(Cl)nc(C#N)c(-c3ccccc3)c2c1, [H-], [Na+], C=CCO. Product: C=CCOc1nc(C#N)c(-c2ccccc2)c2cc(OC)ccc12. RXN SMILES: [CH2:28]1[O:29][CH2:30][CH2:31][CH2:32]1.[Cl:7][c:8]1[n:9][c:10]([C:26]#[N:27])[c:11](-[c:20]2[cH:21][cH:22][cH:23][cH:24][cH:25]2)[c:12]2[cH:13][c:14]([O:18][CH3:19])[cH:15][cH:16][c:17]12.[H-:2].[Na+:1].[OH:3][CH2:4][CH:5]=[CH2:6]>>[O:3]([CH2:4][CH:5]=[CH2:6])[c:8]1[n:9][c:10]([C:26]#[N:27])[c:11](-[c:20]2[cH:21][cH:22][cH:23][cH:24][cH:25]2)[c:12]2[cH:13][c:14]([O:18][CH3:19])[cH:15][cH:16][c:17]12.